From a dataset of the Open Reaction Database (ORD), a public repository of structured organic reaction records. describe an organic reaction: reactants, conditions, products, and yield Reactants: Cc1ccc(S(=O)(=O)Cl)cc1, CC(C)(C)OC(=O)CCOCCOCCOCCO, c1ccncc1. Yields the product Cc1ccc(S(=O)(=O)OCCOCCOCCOCCC(=O)OC(C)(C)C)cc1. Reaction SMILES: [CH3:20][c:21]1[cH:22][cH:23][c:24]([S:27](=[O:28])(=[O:29])[Cl:30])[cH:25][cH:26]1.[OH:1][CH2:2][CH2:3][O:4][CH2:5][CH2:6][O:7][CH2:8][CH2:9][O:10][CH2:11][CH2:12][C:13](=[O:14])[O:15][C:16]([CH3:17])([CH3:18])[CH3:19].[cH:31]1[cH:32][cH:33][n:34][cH:35][cH:36]1>>[O:1]([CH2:2][CH2:3][O:4][CH2:5][CH2:6][O:7][CH2:8][CH2:9][O:10][CH2:11][CH2:12][C:13](=[O:14])[O:15][C:16]([CH3:17])([CH3:18])[CH3:19])[S:27]([c:24]1[cH:23][cH:22][c:21]([CH3:20])[cH:26][cH:25]1)(=[O:28])=[O:29]. The reactants are C(CC)[C@@H]1CC[C@H](CC1)C(=O)OCC (ethyl trans-4-n-propylcyclohexylcarboxylate), [H-].[Al+3].[Li+].[H-].[H-].[H-] (lithium aluminum hydride), Cl (hydrochloric acid), C(C)(=O)OCC (ethyl acetate). Run in CCOCC (ether), CCOCC (ether), O (water). Reaction conditions: temperature 10 celsius, time 1 hour. Product: C(CC)[C@@H]1CC[C@H](CC1)CO (trans-4-n-propylcyclohexylmethanol). The yield is 87.8%. As a reaction SMILES: [H-].[Al+3].[Li+].[H-].[H-].[H-].[CH2:7]([C@H:10]1[CH2:15][CH2:14][C@H:13]([C:16](OCC)=[O:17])[CH2:12][CH2:11]1)[CH2:8][CH3:9].C(OCC)(=O)C.Cl>CCOCC.O>[CH2:7]([C@H:10]1[CH2:15][CH2:14][C@H:13]([CH2:16][OH:17])[CH2:12][CH2:11]1)[CH2:8][CH3:9] |f:0.1.2.3.4.5|. Procedure details: 0.73 g (19.1 mmol) of lithium aluminum hydride was added to 30 ml of dry ether, heat-refluxed for 1 hour and cooled to 10° C. in an iced water bath, and a solution of 5 g (25.5 mmol) of ethyl trans-4-n-propylcyclohexylcarboxylate in 30 ml of dry ether was gradually added dropwise thereto. After the addition, the mixture was stirred for 1 hour and further heat-refluxed for 1 hour, followed by treatment with ethyl acetate and with 6N-hydrochloric acid and pouring into 200 ml of iced water. The res... Starting materials: CC(C)(C)OC(=O)N1CCc2ccc(F)c(C(=O)O)c21, ClCCl, O=C1CCC(=O)N1Br. Product: CC(C)(C)OC(=O)N1CCc2cc(Br)c(F)c(C(=O)O)c21. RXN SMILES: [CH3:1][C:2]([CH3:3])([CH3:4])[O:5][C:6](=[O:7])[N:8]1[CH2:9][CH2:10][c:11]2[cH:12][cH:13][c:14]([F:20])[c:15]([C:17](=[O:18])[OH:19])[c:16]21.[Cl:29][CH2:30][Cl:31].[O:21]=[C:22]1[N:23]([Br:28])[C:24](=[O:25])[CH2:26][CH2:27]1>>[CH3:1][C:2]([CH3:3])([CH3:4])[O:5][C:6](=[O:7])[N:8]1[CH2:9][CH2:10][c:11]2[cH:12][c:13]([Br:28])[c:14]([F:20])[c:15]([C:17](=[O:18])[OH:19])[c:16]21. The reactants are OC1=C(C=C(C=C1)O)C(C)=O (2',5'-dihydroxyacetophenone), C1(CCC1)C(=O)Cl (cyclobutanecarbonyl chloride), BrCCCCCCCl (1-bromo-6-chlorohexane), OC1CCNCC1 (4-hydroxypiperidine). Product: Cl.C1(CCC1)C=1OC2=C(C(C1)=O)C=C(C=C2)OCCCCCCN2CCC(CC2)O (2-Cyclobutyl-6-[6-(4-hydroxypiperidinyl)hexoxy]-4H-1-benzopyran-4-one hydrochloride). As a reaction SMILES: [OH:1][C:2]1[CH:7]=[CH:6][C:5]([OH:8])=[CH:4][C:3]=1[C:9](=[O:11])[CH3:10].[CH:12]1([C:16]([Cl:18])=O)[CH2:15][CH2:14][CH2:13]1.Br[CH2:20][CH2:21][CH2:22][CH2:23][CH2:24][CH2:25]Cl.[OH:27][CH:28]1[CH2:33][CH2:32][NH:31][CH2:30][CH2:29]1>>[ClH:18].[CH:12]1([C:16]2[O:1][C:2]3[CH:7]=[CH:6][C:5]([O:8][CH2:20][CH2:21][CH2:22][CH2:23][CH2:24][CH2:25][N:31]4[CH2:32][CH2:33][CH:28]([OH:27])[CH2:29][CH2:30]4)=[CH:4][C:3]=3[C:9](=[O:11])[CH:10]=2)[CH2:13][CH2:14][CH2:15]1 |f:4.5|. Reported procedure: The compound was prepared by a method similar to Example 11 from 2',5'-dihydroxyacetophenone, cyclobutanecarbonyl chloride, 1-bromo-6-chlorohexane, and 4-hydroxypiperidine: mp 111°-113° C. Reactants: C(C)(C)(C)OC(=O)NC(COC1=NOC2=C1C=C(C=C2)Cl)CC2=CC(=NO2)O (3-[2-tert-butoxycarbonylamino-3-(3-hydroxy-5-isoxazolyl)propoxy]-5-chloro-1,2-benzoisoxazole), CC(C)O (2-propanol), Cl (hydrogen chloride). The solvent is CO (methanol). Yields the product Cl.NC(COC1=NOC2=C1C=C(C=C2)Cl)CC2=CC(=NO2)O (3-[2-amino-3-(3-hydroxy-5-isoxazolyl)propoxy]-5-chloro-1,2-benzoisoxazole hydrochloride). RXN SMILES: C(OC([NH:8][CH:9]([CH2:22][C:23]1[O:27][N:26]=[C:25]([OH:28])[CH:24]=1)[CH2:10][O:11][C:12]1[C:16]2[CH:17]=[C:18]([Cl:21])[CH:19]=[CH:20][C:15]=2[O:14][N:13]=1)=O)(C)(C)C.CC(O)C.Cl>CO>[ClH:21].[NH2:8][CH:9]([CH2:22][C:23]1[O:27][N:26]=[C:25]([OH:28])[CH:24]=1)[CH2:10][O:11][C:12]1[C:16]2[CH:17]=[C:18]([Cl:21])[CH:19]=[CH:20][C:15]=2[O:14][N:13]=1 |f:4.5|. Procedure details: To a solution of 0.38 g of 3-[2-tert-butoxycarbonylamino-3-(3-hydroxy-5-isoxazolyl)propoxy]-5-chloro-1,2-benzoisoxazole in 2 ml of methanol is added 1.2 ml of a 2-propanol solution (6.5M) of hydrogen chloride at room temperature, and they are subjected to reaction at the same temperature for six hours, after which the solvent is removed by distillation under reduced pressure. Ethyl acetate is added to the residue obtained and the crystals precipitated are collected by filtration, to obtain 0.22 ... Procedure details: This compound was prepared according to the procedure C from methyl [2-methyl-4-(p-tolyl)-5,6,7,8-tetrahydro[1]benzothieno[2,3-b]pyridin-3-yl]acetate (0.183 g; 0.5 mmol), LHMDS 1N in THF (0.75 mL; 0.75 mmol), propargyl bromide (0.111 mL; 1 mmol) in DMF (2.5 mL) for 18 h. Purification by flash chromatography on silica gel using a gradient of ethyl acetate (3-30%) in heptane furnished 0.061 g (25%) of the title compound as a yellow oil. Reaction SMILES: [CH3:1][C:2]1[N:7]=[C:6]2[S:8][C:9]3[CH2:14][CH2:13][CH2:12][CH2:11][C:10]=3[C:5]2=[C:4]([C:15]2[CH:20]=[CH:19][C:18]([CH3:21])=[CH:17][CH:16]=2)[C:3]=1[CH2:22][C:23]([O:25][CH3:26])=[O:24].[Li+].C[Si]([N-][Si](C)(C)C)(C)C.[CH2:37]1[CH2:41]OC[CH2:38]1.C(Br)C#C>CN(C=O)C>[CH3:1][C:2]1[N:7]=[C:6]2[S:8][C:9]3[CH2:14][CH2:13][CH2:12][CH2:11][C:10]=3[C:5]2=[C:4]([C:15]2[CH:16]=[CH:17][C:18]([CH3:21])=[CH:19][CH:20]=2)[C:3]=1[CH:22]([CH2:41][C:37]#[CH:38])[C:23]([O:25][CH3:26])=[O:24] |f:1.2|. The solvent is CN(C)C=O (DMF). Product: CC1=C(C(=C2C(=N1)SC1=C2CCCC1)C1=CC=C(C=C1)C)C(C(=O)OC)CC#C (Methyl 2-[2-methyl-4-(p-tolyl)-5,6,7,8-tetrahydro[1]benzothieno[2,3-b]pyridin-3-yl]-pent-4-yn-oate). Reactants: CC1=C(C(=C2C(=N1)SC1=C2CCCC1)C1=CC=C(C=C1)C)CC(=O)OC (methyl [2-methyl-4-(p-tolyl)-5,6,7,8-tetrahydro[1]benzothieno[2,3-b]pyridin-3-yl]acetate), [Li+].C[Si](C)(C)[N-][Si](C)(C)C (LHMDS), C1CCOC1 (THF), C(C#C)Br (propargyl bromide). Isolated yield 30.2%.